From a dataset of the Open Reaction Database (ORD), a public repository of structured organic reaction records. describe an organic reaction: reactants, conditions, products, and yield Reactants: C1[C@@H](C)O1 ((R)-propylene oxide), ClC1=C(C(=O)OC)C=CC(=C1)S (methyl 2-chloro-4-mercaptobenzoate). The product is ClC1=C(C(=O)OC)C=CC(=C1)SC[C@@H](C)O ((R)-methyl 2-chloro-4-(2-hydroxypropylthio)benzoate). RXN SMILES: [CH2:1]1[O:4][C@@H:2]1[CH3:3].[Cl:5][C:6]1[CH:15]=[C:14]([SH:16])[CH:13]=[CH:12][C:7]=1[C:8]([O:10][CH3:11])=[O:9]>>[Cl:5][C:6]1[CH:15]=[C:14]([S:16][CH2:1][C@H:2]([OH:4])[CH3:3])[CH:13]=[CH:12][C:7]=1[C:8]([O:10][CH3:11])=[O:9]. Procedure: 140 mg of (R)-propylene oxide was reacted with methyl 2-chloro-4-mercaptobenzoate via Procedure S to afford (R)-methyl 2-chloro-4-(2-hydroxypropylthio)benzoate. 435 mg of (R)-methyl-2-chloro-4-(2-hydroxypropylthio)benzoate was hydrolyzed via Procedure M to give (R)-2-chloro-4-(2-hydroxypropylthio)benzoic acid. 403 mg of (R)-2-chloro-4-(2-hydroxypropylthio)benzoic acid was reacted via Procedure R to give (R)-2-chloro-4-(2-hydroxypropylsulfonyl)benzoic acid. 298 mg of 4-chloro-3-(pyridine-2-yl)ani... Yields the product [Cl-], O=C(NC1C[N+]2(CC(=O)c3cccs3)CCC1CC2)OC(c1cccc(F)c1)c1cccc(F)c1. As a reaction SMILES: [CH3:37][C:38]#[N:39].[Cl:28][CH2:29][C:30](=[O:31])[c:32]1[s:33][cH:34][cH:35][cH:36]1.[N:1]12[CH2:2][CH:3]([NH:9][C:10]([O:11][CH:12]([c:13]3[cH:14][c:15]([F:19])[cH:16][cH:17][cH:18]3)[c:20]3[cH:21][c:22]([F:26])[cH:23][cH:24][cH:25]3)=[O:27])[CH:4]([CH2:5][CH2:6]1)[CH2:7][CH2:8]2>>[Cl-:28].[N+:1]12([CH2:29][C:30](=[O:31])[c:32]3[s:33][cH:34][cH:35][cH:36]3)[CH2:2][CH:3]([NH:9][C:10]([O:11][CH:12]([c:13]3[cH:14][c:15]([F:19])[cH:16][cH:17][cH:18]3)[c:20]3[cH:21][c:22]([F:26])[cH:23][cH:24][cH:25]3)=[O:27])[CH:4]([CH2:5][CH2:6]1)[CH2:7][CH2:8]2. The reactants are CC#N, O=C(CCl)c1cccs1, O=C(NC1CN2CCC1CC2)OC(c1cccc(F)c1)c1cccc(F)c1. Reactants: C(CCCCCO)O (1,6-hexanediol), carboxylic acid, OCCCCCC(=O)O (6-hydroxy-caproic acid), 1,4-cyclohexanediols. Solvent: C1CCCCC1 (cyclohexane). The product is carboxylic acid, C1(CCCCC1)=O.C1(CCCCC1)O (cyclohexanone cyclohexanol). As a reaction SMILES: [CH2:1](O)[CH2:2][CH2:3][CH2:4][CH2:5][CH2:6][OH:7].O[CH2:10][CH2:11][CH2:12][CH2:13][CH2:14][C:15]([OH:17])=O>C1CCCCC1>[C:6]1(=[O:7])[CH2:5][CH2:4][CH2:3][CH2:2][CH2:1]1.[CH:15]1([OH:17])[CH2:10][CH2:11][CH2:12][CH2:13][CH2:14]1 |f:3.4|. Reported procedure: A process for preparing 1,6-hexanediol from an aqueous carboxylic acid mixture comprising adipic acid, 6-hydroxy-caproic acid and small amounts of 1,4-cyclohexanediols, which aqueous carboxylic acid mixture is obtained as a by-product in the oxidation of cyclohexane to cyclohexanone/cyclohexanol using oxygen or oxygen-containing gases followed by water extraction, which process comprises esterifying the aqueous carboxylic acid mixture followed by catalytic hydrogenation, The reactants are C1CCC(CC1)N=C=NC2CCCCC2 (DCC), N([C@@H](COC(C)(C)C)C(=O)O)C(=O)OCC1C2=CC=CC=C2C2=CC=CC=C12 (Fmoc-Ser(tBu)-OH), ClC(CO)(Cl)Cl (2,2,2-trichloroethanol). The reagents and catalysts are CN(C)C=1C=CN=CC1 (DMAP). Run in C(Cl)Cl (CH2Cl2), C(Cl)Cl (CH2Cl2). Conditions: time 18 hour. The product is N([C@@H](COC(C)(C)C)C(=O)OCC(Cl)(Cl)Cl)C(=O)OCC1C2=CC=CC=C2C2=CC=CC=C12 (Fmoc-Ser(OtBu)-OTce). Isolated yield 100.1%. RXN SMILES: [NH:1]([C:12]([O:14][CH2:15][CH:16]1[C:28]2[C:23](=[CH:24][CH:25]=[CH:26][CH:27]=2)[C:22]2[C:17]1=[CH:18][CH:19]=[CH:20][CH:21]=2)=[O:13])[C@H:2]([C:9]([OH:11])=[O:10])[CH2:3][O:4][C:5]([CH3:8])([CH3:7])[CH3:6].[Cl:29][C:30]([Cl:34])([Cl:33])[CH2:31]O.C1CCC(N=C=NC2CCCCC2)CC1>C(Cl)Cl.CN(C1C=CN=CC=1)C>[NH:1]([C:12]([O:14][CH2:15][CH:16]1[C:28]2[C:23](=[CH:24][CH:25]=[CH:26][CH:27]=2)[C:22]2[C:17]1=[CH:18][CH:19]=[CH:20][CH:21]=2)=[O:13])[C@H:2]([C:9]([O:11][CH2:31][C:30]([Cl:34])([Cl:33])[Cl:29])=[O:10])[CH2:3][O:4][C:5]([CH3:7])([CH3:6])[CH3:8]. Reported procedure: Fmoc-Ser(tBu)-OH (1 g, 2.6 mmol) was dissolved in CH2Cl2 (7 mL). DMAP (0.15 g, 1.3 mmol, 0.5 equiv) and 2,2,2-trichloroethanol (Tce) (0.3 mL, 3.1 mmol, 1.2 equiv) were first added, and then DCC (0.63 g, 3.1 mmol, 1.2 equiv) in CH2Cl2 (2.5 mL) was added under N2 atmosphere at 0° C. The reaction mixture was allowed to stir for 18 h at room temperature. The organic reaction was cooled to 0° C., filtered and the filtrate was concentrate in vacuo. The resulting crude was dissolved in EtOAc (7 mL) and...